From a dataset of the Open Reaction Database (ORD), a public repository of structured organic reaction records. describe an organic reaction: reactants, conditions, products, and yield Reactants: O[C@H](C(=O)OC)CC ((S)-methyl 2-hydroxybutanoate), ClC1=C(C=C(C=C1)O)C (4-chloro-3-methylphenol). Yields the product ClC1=C(C=C(O[C@@H](C(=O)OC)CC)C=C1)C ((R)-Methyl 2-(4-chloro-3-methylphenoxy)butanoate). As a reaction SMILES: [OH:1][C@@H:2]([CH2:7][CH3:8])[C:3]([O:5][CH3:6])=[O:4].[Cl:9][C:10]1[CH:15]=[CH:14][C:13](O)=[CH:12][C:11]=1[CH3:17]>>[Cl:9][C:10]1[CH:15]=[CH:14][C:13]([O:1][C@H:2]([CH2:7][CH3:8])[C:3]([O:5][CH3:6])=[O:4])=[CH:12][C:11]=1[CH3:17]. Procedure details: The title compound was prepared following the same protocol as described in Step 1, Example 42, using the (S)-methyl 2-hydroxybutanoate instead of the (S)-methyl 2-hydroxypropanoate and the 4-chloro-3-methylphenol instead of the m-cresol.